From a dataset of the Open Reaction Database (ORD), a public repository of structured organic reaction records. describe an organic reaction: reactants, conditions, products, and yield Reactants: COC(=O)C=1C=2C=CN(C2C=C(C1)OCCN(C)C)C(C)C (6-(2-dimethylamino-ethoxy)-1-isopropyl-1H-indole-4-carboxylic acid methyl ester), O[Li].O (LiOH.H2O). Solvent: C1CCOC1 (THF), O (water), C1CCOC1 (THF). Yields the product CN(CCOC=1C=C(C=2C=CN(C2C1)C(C)C)C(=O)O)C (6-(2-dimethylamino-ethoxy)-1-isopropyl-1H-indole-4-carboxylic acid). Isolated yield 84.0%. As a reaction SMILES: C[O:2][C:3]([C:5]1[C:6]2[CH:7]=[CH:8][N:9]([CH:20]([CH3:22])[CH3:21])[C:10]=2[CH:11]=[C:12]([O:14][CH2:15][CH2:16][N:17]([CH3:19])[CH3:18])[CH:13]=1)=[O:4].O[Li].O>C1COCC1.O>[CH3:19][N:17]([CH3:18])[CH2:16][CH2:15][O:14][C:12]1[CH:13]=[C:5]([C:3]([OH:4])=[O:2])[C:6]2[CH:7]=[CH:8][N:9]([CH:20]([CH3:22])[CH3:21])[C:10]=2[CH:11]=1 |f:1.2|. Procedure: To a solution of 6-(2-dimethylamino-ethoxy)-1-isopropyl-1H-indole-4-carboxylic acid methyl ester (500 mg, 1.64 mmol) in THF (5 mL) was added LiOH.H2O (200 mg, 4.93 mmol) in water (5 mL). The reaction was heated at reflux for 5 h, at which time the THF was removed under reduced pressure. The remaining mixture was acidified with 1 N HCl (pH ˜6) and extracted with 10% MeOH in chloroform (4×30 mL). The combined organic layer was dried over anhydrous Na2SO4 and concentrated to yield 6-(2-dimethylamin... Reactants: OC1CC(NC1C1C(C2C(OC(O2)(C)C)O1)O)=O (4-Hydroxy-5-(tetrahydro-6-hydroxy-2,2-dimethylfuro[2,3-d] -1,3-dioxol-5-yl)-2-pyrrolidinone), [H-].[Al+3].[H-].[H-] (aluminum hydride), ( d ), lactam. Yields the product OC1C(OC2OC(OC21)(C)C)C2NCCC2O (2-(Tetrahydro-6-hydroxy-2,2dimethylfuro[2,3-d]-l,3-dioxol-5-yl)-3-pyrrolidinol). Reaction SMILES: [OH:1][CH:2]1[CH:6]([CH:7]2[O:16][CH:10]3[O:11][C:12]([CH3:15])([CH3:14])[O:13][CH:9]3[CH:8]2[OH:17])[NH:5][C:4](=O)[CH2:3]1.[H-].[Al+3].[H-].[H-]>>[OH:17][CH:8]1[CH:9]2[CH:10]([O:11][C:12]([CH3:15])([CH3:14])[O:13]2)[O:16][CH:7]1[CH:6]1[CH:2]([OH:1])[CH2:3][CH2:4][NH:5]1 |f:1.2.3.4|. Procedure details: A process for converting 5-(t-BOC)amino-5-deoxy-l,2 O-isopropylidene-α-D-glucuronolactone to castanospermine which comprises (a) reacting 5-(t-BOC)amino-5-deoxy-l,2-O?isopropylidene-α-D-glucuronolactone (I) with ethyl acetate and a strong base in an inert solvent at low temperature whereby the ethyl acetate adds across the carbonyl group of the lactone to give the corresponding cyclic hemiketal of a β-keto ester (II); (b) hydrogenating the hemiketal catalytically under pressure over a platinum c...